From a dataset of the Open Reaction Database (ORD), a public repository of structured organic reaction records. describe an organic reaction: reactants, conditions, products, and yield The reactants are [H-].[Na+] (sodium hydride), C(C=C)I (allyl iodide), [H-].[Na+] (sodium hydride), FC1=C2C=CC(NC2=CC(=C1)F)=O (5,7-difluoro-2(1H)-quinolinone), C(C=C)I (allyl iodide), O (Water). Run in CN(C)C=O (DMF). Product: FC1=C2C=CC(N(C2=CC(=C1)F)CC=C)=O (5,7-Difluoro-1-(2-propen-1-yl)-2(1H)-quinolinone). The yield is 44.7%. Reaction SMILES: [F:1][C:2]1[CH:11]=[C:10]([F:12])[CH:9]=[C:8]2[C:3]=1[CH:4]=[CH:5][C:6](=[O:13])[NH:7]2.[H-].[Na+].[CH2:16](I)[CH:17]=[CH2:18].O>CN(C=O)C>[F:1][C:2]1[CH:11]=[C:10]([F:12])[CH:9]=[C:8]2[C:3]=1[CH:4]=[CH:5][C:6](=[O:13])[N:7]2[CH2:18][CH:17]=[CH2:16] |f:1.2|. Procedure: A suspension of 5,7-difluoro-2(1H)-quinolinone (640 mg, 3.54 mmol) in DMF (15 ml) under argon at 0° C. was treated with sodium hydride (60% in mineral oil, 312 mg, 7.8 mmol) and then it was warmed up at rt. After 0.5 h at rt allyl iodide (0.72 mL, 7.8 mmol) was added. After 0.5 h sodium hydride (60% in mineral oil, 200 mg, 5 mmol) and allyl iodide (0.35 ml, 3.8 mmol) were added. Water (15 ml) was added and the aqueous was extracted using DCM (3×50 ml). The combined organic phases were dried, eva...